From a dataset of the Open Reaction Database (ORD), a public repository of structured organic reaction records. describe an organic reaction: reactants, conditions, products, and yield Starting materials: BrC1=CC=C2C(=CC=NC2=C1)NC(=O)NC1=NC=CN=C1 (1-(7-bromoquinolin-4-yl)-3-(pyrazin-2-yl)urea), N1(CCC2C1CNC2)C(=O)OC(C)(C)C (tert-butyl hexahydropyrrolo[2,3-c]pyrrole-1(2H)-carboxylate). Product: N1=C(C=NC=C1)NC(NC1=CC=NC2=CC(=CC=C12)N1CC2N(CCC2C1)C(=O)OC(C)(C)C)=O (Tert-butyl 5-(4-(3-pyrazin-2-ylureido)quinolin-7-yl)hexahydropyrrolo[3,4-b]pyrrole-1(2H)-carboxylate). RXN SMILES: Br[C:2]1[CH:11]=[C:10]2[C:5]([C:6]([NH:12][C:13]([NH:15][C:16]3[CH:21]=[N:20][CH:19]=[CH:18][N:17]=3)=[O:14])=[CH:7][CH:8]=[N:9]2)=[CH:4][CH:3]=1.[N:22]1([C:30]([O:32][C:33]([CH3:36])([CH3:35])[CH3:34])=[O:31])[CH:26]2[CH2:27][NH:28][CH2:29][CH:25]2[CH2:24][CH2:23]1>>[N:17]1[CH:18]=[CH:19][N:20]=[CH:21][C:16]=1[NH:15][C:13](=[O:14])[NH:12][C:6]1[C:5]2[C:10](=[CH:11][C:2]([N:28]3[CH2:29][CH:25]4[CH:26]([N:22]([C:30]([O:32][C:33]([CH3:36])([CH3:35])[CH3:34])=[O:31])[CH2:23][CH2:24]4)[CH2:27]3)=[CH:3][CH:4]=2)[N:9]=[CH:8][CH:7]=1. Reported procedure: The compound was prepared by the method described for Example 1 using 1-(7-bromoquinolin-4-yl)-3-(pyrazin-2-yl)urea and tert-butyl hexahydropyrrolo[2,3-c]pyrrole-1(2H)-carboxylate as starting compounds. Starting materials: CCCC[N+](CCCC)(CCCC)CCCC.[F-] (TBAF), C(C)(C)(C)O[C@H](C(=O)OCC)C=1C(=NC=2N(C1N1CCC(CC1)(C)OCCCC[C@@H](C)O[Si](C1=CC=CC=C1)(C1=CC=CC=C1)C(C)(C)C)N=C(C2)C=CCC2=C(C=C(C=C2)F)O)C ((S)-ethyl 2-(tert-butoxy)-2-(7-(4-(((R)-5-((tert-butyldiphenylsilyl)oxy)hexyl)oxy)-4-methylpiperidin-1-yl)-2-(3-(4-fluoro-2-hydroxyphenyl)prop-1-en-1-yl)-5-methylpyrazolo[1,5-a]pyrimidin-6-yl)acetate), CCCC[N+](CCCC)(CCCC)CCCC.[F-] (TBAF). Solvent: C1CCOC1 (THF), C1CCOC1 (THF). Run at time 16 hour. The product is C(C)(C)(C)O[C@H](C(=O)OCC)C=1C(=NC=2N(C1N1CCC(CC1)(C)OCCCC[C@@H](C)O)N=C(C2)C=CCC2=C(C=C(C=C2)F)O)C ((S)-ethyl 2-(tert-butoxy)-2-(2-(3-(4-fluoro-2-hydroxyphenyl)prop-1-en-1-yl)-7-(4-(((R)-5-hydroxyhexyl)oxy)-4-methylpiperidin-1-yl)-5-methylpyrazolo[1,5-a]pyrimidin-6-yl)acetate). Isolated yield 86.4%. Reaction SMILES: [C:1]([O:5][C@@H:6]([C:12]1[C:13]([CH3:64])=[N:14][C:15]2[N:16]([N:50]=[C:51]([CH:53]=[CH:54][CH2:55][C:56]3[CH:61]=[CH:60][C:59]([F:62])=[CH:58][C:57]=3[OH:63])[CH:52]=2)[C:17]=1[N:18]1[CH2:23][CH2:22][C:21]([O:25][CH2:26][CH2:27][CH2:28][CH2:29][C@H:30]([O:32][Si](C(C)(C)C)(C2C=CC=CC=2)C2C=CC=CC=2)[CH3:31])([CH3:24])[CH2:20][CH2:19]1)[C:7]([O:9][CH2:10][CH3:11])=[O:8])([CH3:4])([CH3:3])[CH3:2].CCCC[N+](CCCC)(CCCC)CCCC.[F-]>C1COCC1>[C:1]([O:5][C@@H:6]([C:12]1[C:13]([CH3:64])=[N:14][C:15]2[N:16]([N:50]=[C:51]([CH:53]=[CH:54][CH2:55][C:56]3[CH:61]=[CH:60][C:59]([F:62])=[CH:58][C:57]=3[OH:63])[CH:52]=2)[C:17]=1[N:18]1[CH2:23][CH2:22][C:21]([O:25][CH2:26][CH2:27][CH2:28][CH2:29][C@H:30]([OH:32])[CH3:31])([CH3:24])[CH2:20][CH2:19]1)[C:7]([O:9][CH2:10][CH3:11])=[O:8])([CH3:2])([CH3:3])[CH3:4] |f:1.2|. Procedure: To a solution of (S)-ethyl 2-(tert-butoxy)-2-(7-(4-(((R)-5-((tert-butyldiphenylsilyl)oxy)hexyl)oxy)-4-methylpiperidin-1-yl)-2-(3-(4-fluoro-2-hydroxyphenyl)prop-1-en-1-yl)-5-methylpyrazolo[1,5-a]pyrimidin-6-yl)acetate (380 mg, 0.425 mmol) in THF (5 mL) was added TBAF 1M in THF (0.851 mL, 0.851 mmol) and the resulting mixture was stirred at room temp for 16 h. At this point LCMS indicated approx 70% conversion so another 1 equiv of TBAF was added and the mixture was stirred for another 5 h. At thi...